Dataset: the Open Reaction Database (ORD), a public repository of structured organic reaction records. Task: describe an organic reaction: reactants, conditions, products, and yield Yields the product c1ccc(COCC2CN2C(c2ccccc2)(c2ccccc2)c2ccccc2)cc1. RXN SMILES: [Br:27][CH2:28][c:29]1[cH:30][cH:31][cH:32][cH:33][cH:34]1.[C:1]([c:2]1[cH:3][cH:4][cH:5][cH:6][cH:7]1)([c:8]1[cH:9][cH:10][cH:11][cH:12][cH:13]1)([c:14]1[cH:15][cH:16][cH:17][cH:18][cH:19]1)[N:20]1[CH:21]([CH2:23][OH:24])[CH2:22]1.[H-:25].[Na+:26].[OH2:35]>>[C:1]([c:2]1[cH:3][cH:4][cH:5][cH:6][cH:7]1)([c:8]1[cH:9][cH:10][cH:11][cH:12][cH:13]1)([c:14]1[cH:15][cH:16][cH:17][cH:18][cH:19]1)[N:20]1[CH:21]([CH2:23][O:24][CH2:28][c:29]2[cH:30][cH:31][cH:32][cH:33][cH:34]2)[CH2:22]1. The reactants are BrCc1ccccc1, OCC1CN1C(c1ccccc1)(c1ccccc1)c1ccccc1, [H-], [Na+], O.